From a dataset of the Open Reaction Database (ORD), a public repository of structured organic reaction records. describe an organic reaction: reactants, conditions, products, and yield The reactants are COC1N=C(C=CN1Cl)Cl (2-methoxy-3,6-dichloropyrimidine), Cl (hydrochloride), C([O-])(O)=O.[Na+] (sodium bicarbonate), CCO (EtOH). Yield: 70.0%. Reaction conditions: temperature 90 celsius. As a reaction SMILES: [CH3:1][O:2][CH:3]1[N:8](Cl)[CH:7]=[CH:6][C:5]([Cl:10])=[N:4]1.Cl.[C:12](=[O:15])(O)[O-:13].[Na+].[CH3:17][CH2:18]O>>[Cl:10][C:5]1[N:4]=[C:3]([O:2][CH3:1])[N:8]=[C:7]([N:4]2[CH2:18][CH2:17][CH:7]([C:12]([OH:13])=[O:15])[CH2:6][CH2:5]2)[CH:6]=1 |f:2.3|. The product is ClC1=CC(=NC(=N1)OC)N1CCC(CC1)C(=O)O (1-(6-chloro-2-methoxy-pyrimidin-4-yl)-piperidine-4-carboxylic acid). Reported procedure: A mixture of 2-methoxy-3,6-dichloropyrimidine (635 mg, 3.55 mmol), isonipecotic hydrochloride (706 mg, 4.26 mmol) and sodium bicarbonate (895 mg, 10.65 mmol) in EtOH (12 mL) is heated at 90° C. for 15 hours. The mixture is concentrated, and the residue is taken up in water (30 mL) and extracted three times with EtOAc (25 mL). The aqueous solution is acidified to pH 3 with 10% citric acid and extracted three times with EtOAc (25 mL). The organic extracts from the acidic layer are combined and dri...